This data is from the Open Reaction Database (ORD), a public repository of structured organic reaction records. The task is: describe an organic reaction: reactants, conditions, products, and yield Starting materials: Cl.Cl.C(C(C)C)NC(=N)NC1=CC(=CC=C1)N (1-isobutyl-3-m-aminophenylguanidine dihydrochloride), ClC1=CC=C(C=C1)N=C=O (p-chlorophenyl isocyanate). Solvent: N1=CC=CC=C1 (pyridine), N1=CC=CC=C1 (pyridine). Run at time 16 hour. Yields the product Cl.C(C(C)C)NC(NC1=CC(=CC=C1)NC(=O)NC1=CC=C(C=C1)Cl)=N (1-(3-isobutylguanidino)-3-(3-p-chlorophenylureido)benzene hydrochloride). Reaction SMILES: Cl.Cl.[CH2:3]([NH:7][C:8]([NH:10][C:11]1[CH:16]=[CH:15][CH:14]=[C:13]([NH2:17])[CH:12]=1)=[NH:9])[CH:4]([CH3:6])[CH3:5].[Cl:18][C:19]1[CH:24]=[CH:23][C:22]([N:25]=[C:26]=[O:27])=[CH:21][CH:20]=1>N1C=CC=CC=1>[ClH:18].[CH2:3]([NH:7][C:8](=[NH:9])[NH:10][C:11]1[CH:16]=[CH:15][CH:14]=[C:13]([NH:17][C:26]([NH:25][C:22]2[CH:23]=[CH:24][C:19]([Cl:18])=[CH:20][CH:21]=2)=[O:27])[CH:12]=1)[CH:4]([CH3:6])[CH3:5] |f:0.1.2,5.6|. Reported procedure: To a solution of 1-isobutyl-3-m-aminophenylguanidine dihydrochloride (19.6 g.) in pyridine (100 ml.) is added dropwise a solution of p-chlorophenyl isocyanate (11.5 g.) in pyridine (25 ml.) at room temperature. The mixture is stirred for 16 hours, and the pyridine is removed by distillation under reduced pressure. The residual gum is shaken with a mixture of ether (100 ml.) and 1% aqueous sodium hydroxide solution (10 ml.) to remove pyridine hydrochloride whereafter the product crystallizes. The... Starting materials: N1(CCCC1)CCCS(=O)(=O)C1=CC=C(C=C1)NC1=NC=C(C=N1)N (N-[4-(3-Pyrrolidin-1-yl-Propane-1-Sulfonyl)-Phenyl]-Pyrimidine-2,5-Diamine), FC(C=1C=C(C(=O)NC=2C=CC(=C(C(=O)O)C2)C)C=CC1)(F)F (5-(3-(Trifluoromethyl)Benzamido)-2-Methylbenzoic Acid), ClC1=NC(=NC(=N1)OC)OC (2-chloro-4,6-dimethoxy-1,3,5-triazine), CN1CCOCC1 (4-methylmorpholine). Run in CN(C)C=O (DMF), C(Cl)Cl (CH2Cl2), C(Cl)Cl (CH2Cl2). Conditions: time 75 minute. The product is CC1=C(C(=O)NC=2C=NC(=NC2)NC2=CC=C(C=C2)S(=O)(=O)CCCN2CCCC2)C=C(C=C1)NC(C1=CC(=CC=C1)C(F)(F)F)=O (2-Methyl-N-{2-[4-(3-Pyrrolidin-1-yl-Propane-1-Sulfonyl)-Phenylamino]-Pyrimidin-5-yl}-5-(3-Trifluoromethyl-Benzoylamino)-Benzamide). Isolated yield 13.5%. As a reaction SMILES: [F:1][C:2]([F:23])([F:22])[C:3]1[CH:4]=[C:5]([CH:19]=[CH:20][CH:21]=1)[C:6]([NH:8][C:9]1[CH:10]=[CH:11][C:12]([CH3:18])=[C:13]([CH:17]=1)[C:14]([OH:16])=O)=[O:7].ClC1N=C(OC)N=C(OC)N=1.CN1CCOCC1.[N:42]1([CH2:47][CH2:48][CH2:49][S:50]([C:53]2[CH:58]=[CH:57][C:56]([NH:59][C:60]3[N:65]=[CH:64][C:63]([NH2:66])=[CH:62][N:61]=3)=[CH:55][CH:54]=2)(=[O:52])=[O:51])[CH2:46][CH2:45][CH2:44][CH2:43]1>C(Cl)Cl.CN(C=O)C>[CH3:18][C:12]1[CH:11]=[CH:10][C:9]([NH:8][C:6](=[O:7])[C:5]2[CH:19]=[CH:20][CH:21]=[C:3]([C:2]([F:1])([F:23])[F:22])[CH:4]=2)=[CH:17][C:13]=1[C:14]([NH:66][C:63]1[CH:64]=[N:65][C:60]([NH:59][C:56]2[CH:57]=[CH:58][C:53]([S:50]([CH2:49][CH2:48][CH2:47][N:42]3[CH2:46][CH2:45][CH2:44][CH2:43]3)(=[O:51])=[O:52])=[CH:54][CH:55]=2)=[N:61][CH:62]=1)=[O:16]. Procedure details: To a solution of intermediate 3 (Example 5) (170 mg, 0.5 mmol) in anhydrous CH2Cl2 (8 mL), 2-chloro-4,6-dimethoxy-1,3,5-triazine (100 mg, 0.6 mmol) and 4-methylmorpholine (210 mg, 2 mmol) were added. After the reaction mixture was stirred at room temperature for 75 minutes, intermediate 2 (Example 3) (100 mg, 0.3 mmol) in anhydrous DMF (2.5 mL) was added into the solution. The solution was stirred under argon for overnight. The residue was dissolved in CH2Cl2 (20 mL) and washed with aqueous satu...